Task: describe an organic reaction: reactants, conditions, products, and yield. Dataset: the Open Reaction Database (ORD), a public repository of structured organic reaction records Reaction SMILES: [F:1][C:2]1[CH:3]=[CH:4][C:5]([O:33][CH3:34])=[C:6]([C:8]2[N:12](CCOC[Si](C)(C)C)[N:11]=[CH:10][C:9]=2[NH:21][C:22]([C:24]2[CH:25]=[N:26][N:27]3[CH:32]=[CH:31][CH:30]=[N:29][C:28]=23)=[O:23])[CH:7]=1.Cl>C(O)C.O>[F:1][C:2]1[CH:3]=[CH:4][C:5]([O:33][CH3:34])=[C:6]([C:8]2[NH:12][N:11]=[CH:10][C:9]=2[NH:21][C:22]([C:24]2[CH:25]=[N:26][N:27]3[CH:32]=[CH:31][CH:30]=[N:29][C:28]=23)=[O:23])[CH:7]=1. The solvent is C(C)O (ethanol), O (water). Isolated yield 91.8%. Procedure details: To a solution of N-(5-(5-fluoro-2-methoxyphenyl)-1-(2-((trimethylsilyl)methoxy)ethyl)-1H-pyrazol-4-yl)pyrazolo[1,5-a]pyrimidine-3-carboxamide (330 mg, 0.68 mmol) in 14 mL ethanol was added HCl (1.0 mL of a 6 M solution in water, 6.0 mmol). The reaction mixture was then stirred at 70° C. for 6 hours. After cooling to room temperature, a light yellow precipitate formed, which was filtered off and rinsed with methanol and diethyl ether. The filtrate was reduced in volume to precipitate more product... Run at temperature 70 celsius, time 6 hour. Reactants: FC=1C=CC(=C(C1)C1=C(C=NN1CCOC[Si](C)(C)C)NC(=O)C=1C=NN2C1N=CC=C2)OC (N-(5-(5-fluoro-2-methoxyphenyl)-1-(2-((trimethylsilyl)methoxy)ethyl)-1H-pyrazol-4-yl)pyrazolo[1,5-a]pyrimidine-3-carboxamide), Cl (HCl), solution. Product: FC=1C=CC(=C(C1)C1=C(C=NN1)NC(=O)C=1C=NN2C1N=CC=C2)OC (N-(5-(5-fluoro-2-methoxyphenyl)-1H-pyrazol-4-yl)pyrazolo[1,5-a]pyrimidine-3-carboxamide). The reactants are ClC1=CC=C(C=C1)N1CCN(CC1)C(=O)OCC1CCNCC1 ((1-piperidin-4-yl)methyl 4-(4-chlorophenyl)piperazine-1-carboxylate), C(=O)O (formic acid). The solvent is C=O (formaldehyde). Run at temperature 95 celsius. Yields the product ClC1=CC=C(C=C1)N1CCN(CC1)C(=O)OCC1CCN(CC1)C ((1-methylpiperidin-4-yl)methyl 4-(4-chlorophenyl)piperazine-1-carboxylate). The yield is 30.7%. As a reaction SMILES: [Cl:1][C:2]1[CH:7]=[CH:6][C:5]([N:8]2[CH2:13][CH2:12][N:11]([C:14]([O:16][CH2:17][CH:18]3[CH2:23][CH2:22][NH:21][CH2:20][CH2:19]3)=[O:15])[CH2:10][CH2:9]2)=[CH:4][CH:3]=1.[CH:24](O)=O>C=O>[Cl:1][C:2]1[CH:3]=[CH:4][C:5]([N:8]2[CH2:13][CH2:12][N:11]([C:14]([O:16][CH2:17][CH:18]3[CH2:23][CH2:22][N:21]([CH3:24])[CH2:20][CH2:19]3)=[O:15])[CH2:10][CH2:9]2)=[CH:6][CH:7]=1. Procedure details: (1-piperidin-4-yl)methyl 4-(4-chlorophenyl)piperazine-1-carboxylate (4.07 g, 12.0 mmol) was dissolved in formic acid (20 mL) and 35% aqueous formaldehyde solution (20 mL). The reaction mixture was heated at 95° C. for 90 minutes, and then cooled to room temperature. The reaction mixture was quenched by slowly pouring it onto 1M aq Na2CO3 solution (200 mL), basified to pH10 with 1M aq KOH solution (30 mL) and extracted with DCM (3×100 mL). The combined organic layers were washed with brine (50 mL...